describe an organic reaction: reactants, conditions, products, and yield From a dataset of the Open Reaction Database (ORD), a public repository of structured organic reaction records. Reactants: NC1=C(C=C(C=C1I)Br)S(=O)(=O)O (2-amino-5-bromo-3-iodobenzenesulphonic acid), S1C(=CC=C1)B(O)O (2-thienylboronic acid), C([O-])([O-])=O.[Na+].[Na+] (sodium carbonate). The reagents and catalysts are C=1C=CC(=CC1)[P](C=2C=CC=CC2)(C=3C=CC=CC3)[Pd]([P](C=4C=CC=CC4)(C=5C=CC=CC5)C=6C=CC=CC6)([P](C=7C=CC=CC7)(C=8C=CC=CC8)C=9C=CC=CC9)[P](C=1C=CC=CC1)(C=1C=CC=CC1)C=1C=CC=CC1 (tetrakis(triphenylphosphine)palladium). The solvent is COCCOC (1,2-dimethoxyethane). Reaction conditions: temperature 0 celsius. Product: NC1=C(C=C(C=C1C=1SC=CC1)Br)S(=O)(=O)[O-].[Na+] (Sodium 2-amino-5-bromo-3-(2-thienyl)benzenesulphonate). As a reaction SMILES: [NH2:1][C:2]1[C:7](I)=[CH:6][C:5]([Br:9])=[CH:4][C:3]=1[S:10]([OH:13])(=[O:12])=[O:11].[S:14]1[CH:18]=[CH:17][CH:16]=[C:15]1B(O)O.C(=O)([O-])[O-].[Na+:26].[Na+]>COCCOC.C1C=CC([P]([Pd]([P](C2C=CC=CC=2)(C2C=CC=CC=2)C2C=CC=CC=2)([P](C2C=CC=CC=2)(C2C=CC=CC=2)C2C=CC=CC=2)[P](C2C=CC=CC=2)(C2C=CC=CC=2)C2C=CC=CC=2)(C2C=CC=CC=2)C2C=CC=CC=2)=CC=1>[NH2:1][C:2]1[C:7]([C:15]2[S:14][CH:18]=[CH:17][CH:16]=2)=[CH:6][C:5]([Br:9])=[CH:4][C:3]=1[S:10]([O-:13])(=[O:12])=[O:11].[Na+:26] |f:2.3.4,7.8,^1:37,39,58,77|. Procedure details: A mixture of 36 g (95.3 mmol) of 2-amino-5-bromo-3-iodobenzenesulphonic acid and 12.2 g (95.3 mmol) of 2-thienylboronic acid in 140 ml of 1,2-dimethoxyethane in the presence of 5.5 g of tetrakis(triphenylphosphine)palladium (0) and 30.3 g of sodium carbonate is heated at 70°-75° C. for 8.5 hours. The solvent is evaporated off under vacuum, the mixture is cooled to 0° C. and washed with water to pH=7, and the residue is then taken up in an ether/ethanol mixture (95:5). Starting materials: C(C)(=S)[O-].[K+] (potassium thioacetate), C(C)OC([C@@H](NC(=O)C1(CCCC1)NC([C@@H](C1CCOCC1)Br)=O)CCC1=CC=CC=C1)=O (N-[1-[(R)-2-bromo-2-(4-tetrahydropyranyl)acetylamino]-cyclopentanecarbonyl]-L-homophenylalanine ethyl ester). Solvent: O1CCCC1 (tetrahydrofuran), C(C)(=O)OCC (ethyl acetate). Conditions: time 4 hour. Yields the product C(C)OC([C@@H](NC(=O)C1(CCCC1)NC([C@H](C1CCOCC1)SC(C)=O)=O)CCC1=CC=CC=C1)=O (N-[1-[(S)-2-Acetylthio-2-(4-tetrahydropyranyl)acetylamino]-cyclopentanecarbonyl]-L-homophenylalanine ethyl ester). RXN SMILES: [C:1]([O-:4])(=[S:3])[CH3:2].[K+].[CH2:6]([O:8][C:9](=[O:38])[C@H:10]([CH2:30][CH2:31][C:32]1[CH:37]=[CH:36][CH:35]=[CH:34][CH:33]=1)[NH:11][C:12]([C:14]1([NH:19][C:20](=[O:29])[C@H:21](Br)[CH:22]2[CH2:27][CH2:26][O:25][CH2:24][CH2:23]2)[CH2:18][CH2:17][CH2:16][CH2:15]1)=[O:13])[CH3:7]>O1CCCC1.C(OCC)(=O)C>[CH2:6]([O:8][C:9](=[O:38])[C@H:10]([CH2:30][CH2:31][C:32]1[CH:37]=[CH:36][CH:35]=[CH:34][CH:33]=1)[NH:11][C:12]([C:14]1([NH:19][C:20](=[O:29])[C@@H:21]([S:3][C:1](=[O:4])[CH3:2])[CH:22]2[CH2:23][CH2:24][O:25][CH2:26][CH2:27]2)[CH2:18][CH2:17][CH2:16][CH2:15]1)=[O:13])[CH3:7] |f:0.1|. Procedure: A mixture of potassium thioacetate (1.66 g, 14.6 mmol) and N-[1-[(R)-2-bromo-2-(4-tetrahydropyranyl)acetylamino]-cyclopentanecarbonyl]-L-homophenylalanine ethyl ester (1.84 g, 3.52 mmol) in 50 mL of tetrahydrofuran is stirred at room temperature for 4 hours. The mixture is diluted with ethyl acetate, washed with water, with saturated sodium bicarbonate solution, with brine and then dried over magnesium sulfate. The mixture is filtered and concentrated to dryness in vacuo. The residual oil is chr... The solvent is O1CCOCC1 (dioxane). Reaction SMILES: [O:1]=[C:2]([N:12]1[CH2:17][CH2:16][C:15](=[C:18]2[C:31]3[CH:30]=[CH:29][CH:28]=[CH:27][C:26]=3[S:25][C:24]3[C:19]2=[CH:20][CH:21]=[CH:22][CH:23]=3)[CH2:14][CH2:13]1)[CH2:3][NH:4]C(=O)OC(C)(C)C.[ClH:32].O1CCOCC1.C(=O)([O-])O.[Na+]>O1CCOCC1>[ClH:32].[CH:20]1[C:19]2[C:18](=[C:15]3[CH2:16][CH2:17][N:12]([C:2](=[O:1])[CH2:3][NH2:4])[CH2:13][CH2:14]3)[C:31]3[C:26](=[CH:27][CH:28]=[CH:29][CH:30]=3)[S:25][C:24]=2[CH:23]=[CH:22][CH:21]=1 |f:1.2,3.4,6.7|. Reaction conditions: time 8 hour. The reactants are Cl.O1CCOCC1 (hydrochloric acid 1,4-dioxane), O=C(CNC(OC(C)(C)C)=O)N1CCC(CC1)=C1C2=CC=CC=C2SC=2C=CC=CC12 (t-butyl 2-oxo-2-[4-(9H-thioxanthen-9-ylidene)-1-piperidinyl]ethylcarbamate), C(O)([O-])=O.[Na+] (sodium hydrogencarbonate). Yields the product Cl.C1=CC=CC=2SC3=CC=CC=C3C(C12)=C1CCN(CC1)C(CN)=O (2-[4-(9H-thioxanthen-9-ylidene)-1-piperidinyl]-2-oxoethanamine hydrochloride). Procedure details: 135 mg (0.297 mmol) of t-butyl 2-oxo-2-[4-(9H-thioxanthen-9-ylidene)-1-piperidinyl]ethylcarbamate was dissolved in 2 ml of dioxane. After adding 2 ml of 4 N hydrochloric acid/1,4-dioxane solution, they were stirred overnight. The obtained mixture was neutralized with saturated aqueous sodium hydrogencarbonate solution. After extracting with ethyl acetate twice and drying over anhydrous sodium sulfate, the solvent was evaporated under reduced pressure. 2 ml of dichloromethane and then 2 ml of 4 N...